describe an organic reaction: reactants, conditions, products, and yield From a dataset of the Open Reaction Database (ORD), a public repository of structured organic reaction records. Starting materials: CC(C)C[Al+]CC(C)C, CON(C)C(=O)c1cncc(C#Cc2ccccc2)c1, CO, Cc1ccccc1, [H-]. Yields the product O=Cc1cncc(C#Cc2ccccc2)c1. As a reaction SMILES: [CH2:22]([Al+:23][CH2:24][CH:25]([CH3:26])[CH3:27])[CH:28]([CH3:29])[CH3:30].[CH3:1][O:2][N:3]([C:4]([c:5]1[cH:6][n:7][cH:8][c:9]([C:11]#[C:12][c:13]2[cH:14][cH:15][cH:16][cH:17][cH:18]2)[cH:10]1)=[O:19])[CH3:20].[CH3:31][OH:32].[CH3:33][c:34]1[cH:35][cH:36][cH:37][cH:38][cH:39]1.[H-:21]>>[CH:4]([c:5]1[cH:6][n:7][cH:8][c:9]([C:11]#[C:12][c:13]2[cH:14][cH:15][cH:16][cH:17][cH:18]2)[cH:10]1)=[O:19]. Starting materials: COC(=O)C1CN(Cc2cc3cc(Cl)ccc3n2C(=O)OC(C)(C)C)CC(=O)N1Cc1ccc(C#N)c(N=C(c2ccccc2)c2ccccc2)c1, CO, Cl. Product: COC(=O)C1CN(Cc2cc3cc(Cl)ccc3n2C(=O)OC(C)(C)C)CC(=O)N1Cc1ccc(C#N)c(N)c1. Reaction SMILES: [C:1]([CH3:2])([CH3:3])([CH3:4])[O:5][C:6](=[O:7])[n:8]1[c:9]([CH2:18][N:19]2[CH2:20][CH:21]([C:49](=[O:50])[O:51][CH3:52])[N:22]([CH2:26][c:27]3[cH:28][c:29]([N:35]=[C:36]([c:37]4[cH:38][cH:39][cH:40][cH:41][cH:42]4)[c:43]4[cH:44][cH:45][cH:46][cH:47][cH:48]4)[c:30]([C:33]#[N:34])[cH:31][cH:32]3)[C:23](=[O:25])[CH2:24]2)[cH:10][c:11]2[cH:12][c:13]([Cl:17])[cH:14][cH:15][c:16]12.[CH3:54][OH:55].[ClH:53]>>[C:1]([CH3:2])([CH3:3])([CH3:4])[O:5][C:6](=[O:7])[n:8]1[c:9]([CH2:18][N:19]2[CH2:20][CH:21]([C:49](=[O:50])[O:51][CH3:52])[N:22]([CH2:26][c:27]3[cH:28][c:29]([NH2:35])[c:30]([C:33]#[N:34])[cH:31][cH:32]3)[C:23](=[O:25])[CH2:24]2)[cH:10][c:11]2[cH:12][c:13]([Cl:17])[cH:14][cH:15][c:16]12. Reactants: O (water), BrC1=CC(=C(C=C1)O)C1(CCCCC1)C (4-bromo-2-(1-methylcyclohexyl) phenol), CI (methyl iodide), [H-].[Na+] (sodium hydride). Run in C1CCOC1 (THF). Run at temperature 0 celsius, time 30 minute. Yields the product BrC1=CC(=C(C=C1)OC)C1(CCCCC1)C (4-bromo-2-(1-methylcyclohexyl) anisole). The yield is 92.4%. As a reaction SMILES: [Br:1][C:2]1[CH:7]=[CH:6][C:5]([OH:8])=[C:4]([C:9]2([CH3:15])[CH2:14][CH2:13][CH2:12][CH2:11][CH2:10]2)[CH:3]=1.[H-].[Na+].[CH3:18]I.O>C1COCC1>[Br:1][C:2]1[CH:7]=[CH:6][C:5]([O:8][CH3:18])=[C:4]([C:9]2([CH3:15])[CH2:14][CH2:13][CH2:12][CH2:11][CH2:10]2)[CH:3]=1 |f:1.2|. Reported procedure: The 4-bromo-2-(1-methylcyclohexyl) phenol (9.26 g, 34.4 mmoles) is dissolved in 50 ml of THF. The solution is cooled to 0° C. and there is added in small fractions sodium hydride (80% in oil, 1.14 g, 37.8 mmoles). The reaction mixture is stirred for 30 minutes at ambient temperature and 5.37 g (37.8 mmoles) of methyl iodide are slowly added. Stirring is continued for 16 hours at which point water (300 ml) is added and the reaction mixture is extracted with ether (3×300 ml). The organic phase is ... Reactants: BrC1=CC2=C(OC=C2)C(=C1)OC (5-bromo-7-methoxybenzo[b]furan), C(C=C)[Sn](CCCC)(CCCC)CCCC (allyltributyltin). The reagents and catalysts are C=1C=CC(=CC1)[P](C=2C=CC=CC2)(C=3C=CC=CC3)[Pd]([P](C=4C=CC=CC4)(C=5C=CC=CC5)C=6C=CC=CC6)([P](C=7C=CC=CC7)(C=8C=CC=CC8)C=9C=CC=CC9)[P](C=1C=CC=CC1)(C=1C=CC=CC1)C=1C=CC=CC1 (tetrakis(triphenylphosphine)palladium(0)). Solvent: CN(C=O)C (dimethylformamide). Yields the product C(C=C)C1=CC2=C(OC=C2)C(=C1)OC (5-Allyl-7-methoxybenzo[b]furan). As a reaction SMILES: Br[C:2]1[CH:10]=[C:9]([O:11][CH3:12])[C:5]2[O:6][CH:7]=[CH:8][C:4]=2[CH:3]=1.[CH2:13]([Sn](CCCC)(CCCC)CCCC)[CH:14]=[CH2:15]>CN(C)C=O.C1C=CC([P]([Pd]([P](C2C=CC=CC=2)(C2C=CC=CC=2)C2C=CC=CC=2)([P](C2C=CC=CC=2)(C2C=CC=CC=2)C2C=CC=CC=2)[P](C2C=CC=CC=2)(C2C=CC=CC=2)C2C=CC=CC=2)(C2C=CC=CC=2)C2C=CC=CC=2)=CC=1>[CH2:15]([C:2]1[CH:10]=[C:9]([O:11][CH3:12])[C:5]2[O:6][CH:7]=[CH:8][C:4]=2[CH:3]=1)[CH:14]=[CH2:13] |^1:37,39,58,77|. Procedure details: A solution of 10 g (0.044 mol) of 5-bromo-7-methoxybenzo[b]furan, 17.5 g (0.053 mol) of allyltributyltin and 1.02 g (0.00088 mol) of tetrakis(triphenylphosphine)palladium(0) in 80 ml of dimethylformamide is heated at 90° C. for 15 hours under an inert atmosphere. After returning to room temperature, the dimethylformamide is evaporated off in vacuo. The reaction mass is taken up in 200 ml of diethyl ether and washed in succession with 100 ml of water and 100 ml of a saturated sodium chloride solu... Reactants: [H-].[Na+] (sodium hydride), BrCC(CBr)O (1,3-dibromo-2-hydroxypropane), BrC1=C(C=C2C=CC=C3C2=C1NS3(=O)=O)CC(C)O (3-Bromo-2-hydroxypropylnaphtho[1,8-cd]isothiazole 1,1-dioxide), naphtho[18-cd]isothiazole 1,1-dioxide. Solvent: CN(C=O)C (dimethylformamide), CN(C=O)C (dimethylformamide). Conditions: temperature 20 celsius, time 30 minute. Yields the product BrCC(CN1SC=2C3=C1C=CC=C3C=CC2)O (2-(3-Bromo-2-hydroxypropyl)naphtho[1,8-cd]isothiazole), dioxide. Reaction SMILES: Br[C:2]1[C:11]2[NH:12][S:13](=O)(=O)[C:9]3[C:10]=2[C:5]([CH:6]=[CH:7][CH:8]=3)=[CH:4][C:3]=1CC(O)C.[H-].[Na+].[Br:22][CH2:23][CH:24]([OH:27])[CH2:25]Br>CN(C)C=O>[Br:22][CH2:23][CH:24]([OH:27])[CH2:25][N:12]1[C:11]2[CH:2]=[CH:3][CH:4]=[C:5]3[CH:6]=[CH:7][CH:8]=[C:9]([C:10]=23)[S:13]1 |f:1.2|. Procedure details: 2-(3-Bromo-2-hydroxypropylnaphtho[1,8-cd]isothiazole 1,1-dioxide may be prepared in the following manner: a solution of naphtho[18-cd]isothiazole 1,1-dioxide (41 g) in dimethylformamde (1000 cc) is added over 2 hours under a current of argon to a suspension of sodium hydride (9.6 g) in a 50% dispersion in vaseline oil in dimethylformamide (100 cc), maintaining the temperature between 20 and 35° C. The reaction medium is stirred for 30 minutes at a temperature of about 20° C., then 1,3-dibromo-2-...